From a dataset of the Open Reaction Database (ORD), a public repository of structured organic reaction records. describe an organic reaction: reactants, conditions, products, and yield Reactants: C(C#C)O (propargyl alcohol), IC=1C=C(OCC(=O)OC(C)(C)C)C=CC1 (t-butyl (3-iodophenoxy)acetate), C(C)(=O)OCC (ethyl acetate). Reagents/catalysts: [Cu]I (copper(I) iodide), Cl[Pd]([P](C1=CC=CC=C1)(C2=CC=CC=C2)C3=CC=CC=C3)([P](C4=CC=CC=C4)(C5=CC=CC=C5)C6=CC=CC=C6)Cl (dichlorobis(triphenylphosphine)palladium). Solvent: C(C)N(CC)CC (triethylamine). Run at temperature 70 celsius, time 1 hour. Yields the product OCC#CC=1C=C(OCC(=O)OC(C)(C)C)C=CC1 (t-butyl [3-(3-hydroxy-1-propynyl)phenoxy]acetate). Isolated yield 68.2%. Reaction SMILES: I[C:2]1[CH:3]=[C:4]([CH:14]=[CH:15][CH:16]=1)[O:5][CH2:6][C:7]([O:9][C:10]([CH3:13])([CH3:12])[CH3:11])=[O:8].[CH2:17]([OH:20])[C:18]#[CH:19].C(OCC)(=O)C>C(N(CC)CC)C.[Cu]I.Cl[Pd](Cl)([P](C1C=CC=CC=1)(C1C=CC=CC=1)C1C=CC=CC=1)[P](C1C=CC=CC=1)(C1C=CC=CC=1)C1C=CC=CC=1>[OH:20][CH2:17][C:18]#[C:19][C:2]1[CH:3]=[C:4]([CH:14]=[CH:15][CH:16]=1)[O:5][CH2:6][C:7]([O:9][C:10]([CH3:13])([CH3:12])[CH3:11])=[O:8] |^1:38,57|. Procedure: The compound (1.00 g, 3.00 mmol) of Example 22-1 was dissolved in triethylamine (30 ml) under an atmosphere of nitrogen. Thereto were added propargyl alcohol (0.35 ml, 6.00 mmol), copper(I) iodide (6.00 mg, 30.0 μmol) and dichlorobis(triphenylphosphine)palladium (II) (42.0 mg, 60.0 μmol) and the mixture was stirred for 1 hour at 70° C. The mixture was cooled and thereto was added ethyl acetate. The mixture was washed with 10% aqueous citric acid solution, water, an aqueous saturated sodium hydro... As a reaction SMILES: [CH2:17]1[O:18][CH2:19][CH2:20][CH2:21]1.[CH3:15][NH2:16].[Cl:1][c:2]1[c:3]([N+:12](=[O:13])[O-:14])[cH:4][c:5]([F:11])[cH:6][c:7]1[N+:8](=[O:9])[O-:10]>>[c:2]1([NH:16][CH3:15])[c:3]([N+:12](=[O:13])[O-:14])[cH:4][c:5]([F:11])[cH:6][c:7]1[N+:8](=[O:9])[O-:10]. The reactants are C1CCOC1, CN, O=[N+]([O-])c1cc(F)cc([N+](=O)[O-])c1Cl. Yields the product CNc1c([N+](=O)[O-])cc(F)cc1[N+](=O)[O-]. Reactants: CC(=O)O, CCN(C(C)C)C(C)C, ClCCl, Cn1ncc(NC(=O)Oc2ccccc2)c1NC(c1ccccc1)(c1ccccc1)c1ccccc1, CC(C)(C)OC(=O)NC1CNC1. Product: Cn1ncc(NC(=O)N2CC(NC(=O)OC(C)(C)C)C2)c1NC(c1ccccc1)(c1ccccc1)c1ccccc1. As a reaction SMILES: [C:37]([OH:38])(=[O:39])[CH3:40].[CH2:53]([N:54]([CH:55]([CH3:56])[CH3:57])[CH:58]([CH3:59])[CH3:60])[CH3:61].[CH2:62]([Cl:63])[Cl:64].[CH3:1][n:2]1[n:3][cH:4][c:5]([NH:27][C:28]([O:29][c:31]2[cH:32][cH:33][cH:34][cH:35][cH:36]2)=[O:30])[c:6]1[NH:7][C:8]([c:9]1[cH:10][cH:11][cH:12][cH:13][cH:14]1)([c:15]1[cH:16][cH:17][cH:18][cH:19][cH:20]1)[c:21]1[cH:22][cH:23][cH:24][cH:25][cH:26]1.[NH:41]1[CH2:42][CH:43]([NH:45][C:46]([O:47][C:48]([CH3:49])([CH3:50])[CH3:51])=[O:52])[CH2:44]1>>[CH3:1][n:2]1[n:3][cH:4][c:5]([NH:27][C:28](=[O:29])[N:41]2[CH2:42][CH:43]([NH:45][C:46]([O:47][C:48]([CH3:49])([CH3:50])[CH3:51])=[O:52])[CH2:44]2)[c:6]1[NH:7][C:8]([c:9]1[cH:10][cH:11][cH:12][cH:13][cH:14]1)([c:15]1[cH:16][cH:17][cH:18][cH:19][cH:20]1)[c:21]1[cH:22][cH:23][cH:24][cH:25][cH:26]1. The reactants are Cc1ccccc1, CN(CC1CCC(C=O)CC1)S(=O)(=O)c1ccc(C(F)(F)F)cc1, COC(=O)C=P(c1ccccc1)(c1ccccc1)c1ccccc1. As a reaction SMILES: [CH3:49][c:50]1[cH:51][cH:52][cH:53][cH:54][cH:55]1.[CH:1](=[O:2])[CH:3]1[CH2:4][CH2:5][CH:6]([CH2:9][N:10]([S:11](=[O:12])(=[O:13])[c:14]2[cH:15][cH:16][c:17]([C:20]([F:21])([F:22])[F:23])[cH:18][cH:19]2)[CH3:24])[CH2:7][CH2:8]1.[c:25]1([P:26]([c:27]2[cH:28][cH:29][cH:30][cH:31][cH:32]2)([c:33]2[cH:34][cH:35][cH:36][cH:37][cH:38]2)=[CH:44][C:45](=[O:46])[O:47][CH3:48])[cH:39][cH:40][cH:41][cH:42][cH:43]1>>[CH:3]1([CH:49]=[CH:44][C:45](=[O:46])[O:47][CH3:48])[CH2:4][CH2:5][CH:6]([CH2:9][N:10]([S:11](=[O:12])(=[O:13])[c:14]2[cH:15][cH:16][c:17]([C:20]([F:21])([F:22])[F:23])[cH:18][cH:19]2)[CH3:24])[CH2:7][CH2:8]1. Product: COC(=O)C=CC1CCC(CN(C)S(=O)(=O)c2ccc(C(F)(F)F)cc2)CC1. Reactants: C(C)(C)(C)OC(=O)C1NC(C(C1C1=CC(=C(C=C1)C(F)(F)F)Cl)(C#N)C1=C(C=C(C=C1)Cl)F)CC(C)(C)C (rac-(2R,3R,4R,5S)-4-(4-chloro-2-fluoro-phenyl)-3-(3-chloro-4-trifluoromethyl-phenyl)-4-cyano-5-(2,2-dimethyl-propyl)-pyrrolidine-2-carboxylic acid tert-butyl ester), FC(C(=O)O)(F)F (trifluoroacetic acid). Procedure: In a manner similar to the method described in Example 25a, rac-(2R,3R,4R,5S)-4-(4-chloro-2-fluoro-phenyl)-3-(3-chloro-4-trifluoromethyl-phenyl)-4-cyano-5-(2,2-dimethyl-propyl)-pyrrolidine-2-carboxylic acid tert-butyl ester prepared in Example 70b (1.2 g, 2.1 mmol) was reacted with trifluoroacetic acid in dichloromethane at room temperature to give rac-(2R,3R,4R,5S)-4-(4-chloro-2-fluoro-phenyl)-3-(3-chloro-4-trifluoromethyl-phenyl)-4-cyano-5-(2,2-dimethyl-propyl)-pyrrolidine-2-carboxylic acid tr... The solvent is ClCCl (dichloromethane). RXN SMILES: C([O:5][C:6]([CH:8]1[CH:12]([C:13]2[CH:18]=[CH:17][C:16]([C:19]([F:22])([F:21])[F:20])=[C:15]([Cl:23])[CH:14]=2)[C:11]([C:26]2[CH:31]=[CH:30][C:29]([Cl:32])=[CH:28][C:27]=2[F:33])([C:24]#[N:25])[CH:10]([CH2:34][C:35]([CH3:38])([CH3:37])[CH3:36])[NH:9]1)=[O:7])(C)(C)C.[F:39][C:40]([F:45])([F:44])[C:41]([OH:43])=[O:42]>ClCCl>[F:39][C:40]([F:45])([F:44])[C:41]([OH:43])=[O:42].[Cl:32][C:29]1[CH:30]=[CH:31][C:26]([C:11]2([C:24]#[N:25])[CH:10]([CH2:34][C:35]([CH3:38])([CH3:37])[CH3:36])[NH:9][CH:8]([C:6]([OH:7])=[O:5])[CH:12]2[C:13]2[CH:18]=[CH:17][C:16]([C:19]([F:21])([F:22])[F:20])=[C:15]([Cl:23])[CH:14]=2)=[C:27]([F:33])[CH:28]=1 |f:3.4|. Yields the product FC(C(=O)O)(F)F.ClC1=CC(=C(C=C1)C1(C(C(NC1CC(C)(C)C)C(=O)O)C1=CC(=C(C=C1)C(F)(F)F)Cl)C#N)F (rac-(2R,3R,4R,5S)-4-(4-chloro-2-fluoro-phenyl)-3-(3-chloro-4-trifluoromethyl-phenyl)-4-cyano-5-(2,2-dimethyl-propyl)-pyrrolidine-2-carboxylic acid trifluoroacetic acid). Yield: 83.0%.